Dataset: the Open Reaction Database (ORD), a public repository of structured organic reaction records. Task: describe an organic reaction: reactants, conditions, products, and yield Reactants: COC(=O)C1=C(N(C(=C1)C1=C(C=CC=C1)OC(F)(F)F)C[C@H]1OCCC1)C (2-methyl-1-[(S)-1-(tetrahydro-furan-2-yl)methyl]-5-(2-trifluoromethoxy-phenyl)-1H-pyrrole-3-carboxylic acid methyl ester), solution, [OH-].[Na+] (sodium hydroxide). Run in O1CCOCC1 (dioxane), O (water), C(C)OCC (diethyl ether). The product is CC=1N(C(=CC1C(=O)O)C1=C(C=CC=C1)OC(F)(F)F)C[C@H]1OCCC1 (2-methyl-1-[(S)-1-(tetrahydro-furan-2-yl)methyl]-5-(2-trifluoromethoxy-phenyl)-1H-pyrrole-3-carboxylic acid). The yield is 93.5%. RXN SMILES: C[O:2][C:3]([C:5]1[CH:9]=[C:8]([C:10]2[CH:15]=[CH:14][CH:13]=[CH:12][C:11]=2[O:16][C:17]([F:20])([F:19])[F:18])[N:7]([CH2:21][C@@H:22]2[CH2:26][CH2:25][CH2:24][O:23]2)[C:6]=1[CH3:27])=[O:4].[OH-].[Na+]>O1CCOCC1.O.C(OCC)C>[CH3:27][C:6]1[N:7]([CH2:21][C@@H:22]2[CH2:26][CH2:25][CH2:24][O:23]2)[C:8]([C:10]2[CH:15]=[CH:14][CH:13]=[CH:12][C:11]=2[O:16][C:17]([F:18])([F:20])[F:19])=[CH:9][C:5]=1[C:3]([OH:4])=[O:2] |f:1.2|. Procedure details: To a solution of 171 mg of 2-methyl-1-[(S)-1-(tetrahydro-furan-2-yl)methyl]-5-(2-trifluoromethoxy-phenyl)-1H-pyrrole-3-carboxylic acid methyl ester in dioxane (4 ml) and water (4 ml) was added 1.3 ml of a 1N solution of sodium hydroxide. The reaction mixture was heated at reflux for 20 hours. After such time the reaction mixture was allowed to cool down to room temperature. The mixture was diluted with diethyl ether and extracted with 1N sodium hydroxide solution. Water phases were pooled, acidi... The product is C=C1C=C(OC)C(OC)(OCC)C(OC)=C1. As a reaction SMILES: [CH2:25]([Cl:26])[Cl:27].[CH3:1][O:2][C:3]1=[CH:4][C:5]([CH3:16])([O:17][CH2:18][CH3:19])[CH:6]=[C:7]([O:14][CH3:15])[C:8]1([O:9][CH2:10][CH3:11])[O:12][CH3:13].[Cl+3:20]([OH:21])([O-:22])([O-:23])[O-:24]>>[CH3:1][O:2][C:3]1=[CH:4][C:5](=[CH2:16])[CH:6]=[C:7]([O:14][CH3:15])[C:8]1([O:9][CH2:10][CH3:11])[O:12][CH3:13]. Starting materials: ClCCl, CCOC1(C)C=C(OC)C(OC)(OCC)C(OC)=C1, [O-][Cl+3]([O-])([O-])O. Starting materials: BrC=1C(=C(C#N)C=CC1)F (3-bromo-2-fluorobenzonitrile), Cl.NCC(=O)N (glycinamide hydrochloride), C(=O)([O-])[O-].[K+].[K+] (K2CO3). Run in CS(=O)C (DMSO). Reaction conditions: temperature 100 celsius. Yields the product BrC1=C(C(=CC=C1)C#N)NCC(=O)N (2-(2-bromo-6-cyano-phenylamino)acetamide). The yield is 85.0%. Reaction SMILES: [Br:1][C:2]1[C:3](F)=[C:4]([CH:7]=[CH:8][CH:9]=1)[C:5]#[N:6].Cl.[NH2:12][CH2:13][C:14]([NH2:16])=[O:15].C([O-])([O-])=O.[K+].[K+]>CS(C)=O>[Br:1][C:2]1[CH:9]=[CH:8][CH:7]=[C:4]([C:5]#[N:6])[C:3]=1[NH:12][CH2:13][C:14]([NH2:16])=[O:15] |f:1.2,3.4.5|. Procedure: 10.0 g (50.0 mmol) 3-bromo-2-fluorobenzonitrile, 11.1 g (100.0 mmol) glycinamide hydrochloride and 17.3 g (125 mmol) K2CO3 were suspended in 90 ml DMSO and heated at 100° C. for 4 h. Having cooled down to room temperature, the solvent was concentrated and water was added. The resulting precipitate was sucked off and washed with water. 10.8 g (85%) 2-(2-bromo-6-cyano-phenylamino)acetamide was obtained. ESI-MS [m/z]: 254, 256 [M+H]+ Reaction SMILES: [NH2:1][C:2]1([CH2:9][OH:10])[CH2:7][CH2:6][N:5]([CH3:8])[CH2:4][CH2:3]1.C(=O)([O-])[O-].[K+].[K+].[C:17](OC(=O)C)(=[O:19])[CH3:18].[OH-].[Na+]>CO>[C:17]([NH:1][C:2]1([CH2:9][OH:10])[CH2:7][CH2:6][N:5]([CH3:8])[CH2:4][CH2:3]1)(=[O:19])[CH3:18] |f:1.2.3,5.6|. Procedure: 4-amino-4-hydroxymethyl-1-methylpiperidine (2.95 g, 0.02 mole), potassium carbonate (6.5 g, 0.047 mole) and acetic anhydride (8.5 g, 0.08 mole) in methanol were mixed at room temperature for two hours. Sodium hydroxide was added for neutralization and the solution extracted with chloroform. After evaporation the white solid obtained was crystallized with warm acetone affording 4-acetamido-4-hydroxymethyl-1-methylpiperidine (1.67 g, 0.009 mole, 45% yield). Starting materials: [OH-].[Na+] (Sodium hydroxide), NC1(CCN(CC1)C)CO (4-amino-4-hydroxymethyl-1-methylpiperidine), C([O-])([O-])=O.[K+].[K+] (potassium carbonate), C(C)(=O)OC(C)=O (acetic anhydride). The solvent is CO (methanol). The yield is 45.0%. Yields the product C(C)(=O)NC1(CCN(CC1)C)CO (4-acetamido-4-hydroxymethyl-1-methylpiperidine). Reactants: O=C(NC1=C(F)C(F)=C(C(F)=C1F)C(F)(F)F)C(CC)CC. The reagents and catalysts are [B-](F)(F)(F)F.CC[N+](CC)(CC)CC, N=1C(OC)=CC(OC)=C2C=CC=CC12, O=C(O)C, O1B(OC(C)(C)C1(C)C)B2OC(C)(C)C(O2)(C)C, [K].O=C(O)O, [Pd].O=C(O)C. The solvent is N#CC. Reaction conditions: temperature 80 celsius, time 15 hour. Yields the product O=C(NC1=C(F)C(F)=C(C(F)=C1F)C(F)(F)F)C(CC)C(B2OC(C)(C)C(O2)(C)C)C. The yield is 25.0%.